This data is from the Open Reaction Database (ORD), a public repository of structured organic reaction records. The task is: describe an organic reaction: reactants, conditions, products, and yield Starting materials: NC1=CC(=C(CN2C(=NC=3C2=NC(=CC3)C(=O)OC)C)C=C1)Cl (methyl 3-(4-amino-2-chlorobenzyl)-2-methyl-3H-imidazo[4,5-b]pyridine-5-carboxylate), N1=CC=CC=C1 (pyridine), C(CCC)S(=O)(=O)Cl (1-butanesulfonyl chloride), O (Water). Solvent: ClCCl (dichloromethane). Reaction conditions: time 7 hour. The product is C(CCC)S(=O)(=O)NC1=CC(=C(CN2C(=NC=3C2=NC(=CC3)C(=O)OC)C)C=C1)Cl (methyl 3-(4-(N-(1-butanesulfonyl)amino)-2-chlorobenzyl)-2-methyl-3H-imidazo[4,5-b]pyridine-5-carboxylate), crystals. Reaction SMILES: [NH2:1][C:2]1[CH:22]=[CH:21][C:5]([CH2:6][N:7]2[C:11]3=[N:12][C:13]([C:16]([O:18][CH3:19])=[O:17])=[CH:14][CH:15]=[C:10]3[N:9]=[C:8]2[CH3:20])=[C:4]([Cl:23])[CH:3]=1.N1C=CC=CC=1.[CH2:30]([S:34](Cl)(=[O:36])=[O:35])[CH2:31][CH2:32][CH3:33].O>ClCCl>[CH2:30]([S:34]([NH:1][C:2]1[CH:22]=[CH:21][C:5]([CH2:6][N:7]2[C:11]3=[N:12][C:13]([C:16]([O:18][CH3:19])=[O:17])=[CH:14][CH:15]=[C:10]3[N:9]=[C:8]2[CH3:20])=[C:4]([Cl:23])[CH:3]=1)(=[O:36])=[O:35])[CH2:31][CH2:32][CH3:33]. Procedure: To a solution of methyl 3-(4-amino-2-chlorobenzyl)-2-methyl-3H-imidazo[4,5-b]pyridine-5-carboxylate (300 mg) in dichloromethane (3.0 ml) was added pyridine (143 mg). To this suspension was added 1-butanesulfonyl chloride (156 mg) under ice-cooling and the mixture was stirred for 5 min and at room temperature for 7 hr. Water was added to the reaction mixture and extracted twice with chloroform. The combined organic layer was washed with saturated aqueous sodium hydrogen carbonate solution and sat... The reactants are O1C(=CC=C1)C1=C(C=C(C=C1)C(C)=O)C(=O)OC (4-(2-furyl)-3-(methoxycarbonyl)phenyl-1-ethanone), FC(S(=O)(=O)OC1=C(C=C(C=C1)C(C)=O)C#N)(F)F (2-Cyano-4-acetylphenyl trifluoromethanesulfonate). The product is O1C(=CC=C1)C1=C(C=C(C=C1)C(C)=O)C#N (4-(2-Furyl)-3-(cyano)phenyl-1-ethanone). RXN SMILES: [O:1]1[CH:5]=[CH:4][CH:3]=[C:2]1[C:6]1[CH:11]=[CH:10][C:9]([C:12](=[O:14])[CH3:13])=[CH:8][C:7]=1[C:15](OC)=O.FC(F)(F)S(OC1C=CC(C(=O)C)=CC=1C#[N:35])(=O)=O>>[O:1]1[CH:5]=[CH:4][CH:3]=[C:2]1[C:6]1[CH:11]=[CH:10][C:9]([C:12](=[O:14])[CH3:13])=[CH:8][C:7]=1[C:15]#[N:35]. Reported procedure: The title compound was prepared according to the procedure for preparation of 4-(2-furyl)-3-(methoxycarbonyl)phenyl-1-ethanone using 2-Cyano-4-acetylphenyl trifluoromethanesulfonate instead of 2-Methoxycarbonyl-4-acetylphenyl trifluoromethanesulfonate. Reactants: FC(F)(Br)C(F)(F)Br, [Li]CCCC, CC(O)N(C)C, Fc1cccc(Cl)c1-c1c(Cl)cc(Cl)nc1Cl, Cl, C1CCOC1. The product is Fc1cccc(Cl)c1-c1c(Cl)nc(Cl)c(Br)c1Cl. As a reaction SMILES: [Br:29][C:30]([F:31])([F:32])[C:33]([F:34])([F:35])[Br:36].[CH2:24]([Li:25])[CH2:26][CH2:27][CH3:28].[CH3:1][N:2]([CH:3]([OH:4])[CH3:5])[CH3:6].[Cl:7][c:8]1[c:9](-[c:15]2[c:16]([Cl:23])[n:17][c:18]([Cl:22])[cH:19][c:20]2[Cl:21])[c:10]([F:14])[cH:11][cH:12][cH:13]1.[ClH:37].[O:38]1[CH2:39][CH2:40][CH2:41][CH2:42]1>>[Cl:7][c:8]1[c:9](-[c:15]2[c:16]([Cl:23])[n:17][c:18]([Cl:22])[c:19]([Br:29])[c:20]2[Cl:21])[c:10]([F:14])[cH:11][cH:12][cH:13]1.